From a dataset of the Open Reaction Database (ORD), a public repository of structured organic reaction records. describe an organic reaction: reactants, conditions, products, and yield The reactants are CO[Na] (CH3ONa), CC1(CC(=O)CC(N1)(C)C)C (triacetonamine). Solvent: CC#N (CH3CN). Yields the product CC1(NC(CC2(OC2)C1)(C)C)C (2,2,6,6-tetramethylpiperidine-4-spiro-oxirane). As a reaction SMILES: [CH3:1][O:2][Na].[CH3:4][C:5]1([CH3:14])[NH:11][C:10]([CH3:13])([CH3:12])[CH2:9][C:7](=O)[CH2:6]1>CC#N>[CH3:12][C:10]1([CH3:13])[CH2:9][C:7]2([CH2:1][O:2]2)[CH2:6][C:5]([CH3:14])([CH3:4])[NH:11]1. Procedure details: 44.55 g (0.825 mole) of CH3ONa were then added, under stirring, to the mixture and then, in half an hour, a solution of 77.5 g (0.5 mole) of triacetonamine dissolved in 50 cc of CH3CN was gradually added. After having stirred the mixture for 4 hours at room temperature, most of the solvent was distilled under vacuum and 500 cc of H2O were added to the mixture. The reactants are BrC1=NC=C(C=C1)Br (2,5-dibromopyridine), [Br-].FC1=C(C[Zn+])C(=CC=C1)F (2,6-difluorobenzylzinc bromide). Reagents/catalysts: C=1C=CC(=CC1)[P](C=2C=CC=CC2)(C=3C=CC=CC3)[Pd]([P](C=4C=CC=CC4)(C=5C=CC=CC5)C=6C=CC=CC6)([P](C=7C=CC=CC7)(C=8C=CC=CC8)C=9C=CC=CC9)[P](C=1C=CC=CC1)(C=1C=CC=CC1)C=1C=CC=CC1 (Tetrakis). Solvent: C1CCOC1 (THF). Yields the product BrC=1C=CC(=NC1)CC1=C(C=CC=C1F)F (5-bromo-2-(2,6-difluorobenzyl)pyridine). As a reaction SMILES: Br[C:2]1[CH:7]=[CH:6][C:5]([Br:8])=[CH:4][N:3]=1.[Br-].[F:10][C:11]1[CH:18]=[CH:17][CH:16]=[C:15]([F:19])[C:12]=1[CH2:13][Zn+]>C1COCC1.C1C=CC([P]([Pd]([P](C2C=CC=CC=2)(C2C=CC=CC=2)C2C=CC=CC=2)([P](C2C=CC=CC=2)(C2C=CC=CC=2)C2C=CC=CC=2)[P](C2C=CC=CC=2)(C2C=CC=CC=2)C2C=CC=CC=2)(C2C=CC=CC=2)C2C=CC=CC=2)=CC=1>[Br:8][C:5]1[CH:6]=[CH:7][C:2]([CH2:13][C:12]2[C:11]([F:10])=[CH:18][CH:17]=[CH:16][C:15]=2[F:19])=[N:3][CH:4]=1 |f:1.2,^1:28,30,49,68|. Procedure details: To a solution of 2,5-dibromopyridine (10 g) in THF was added Tetrakis (2.2 g) and 2,6-difluorobenzylzinc bromide (126 mL, 63 mmol). The reaction was heated to reflux until reaction was complete by TLC. The reaction was cooled to room temperature, filtered through celite, and concentrated in vacuo. The title compound was purified by silica gel (Hexanes/methylene chloride). The reactants are COC1=C(C(=C(C=C1)C)[N+](=O)[O-])[N+](=O)[O-] (4-methoxy-2,3-dinitrotoluene), CN(C)C(OC(C)(C)C)N(C)C (bisdimethylamino-tert-butoxymethane). The product is CN(C=CC1=C(C(=C(C=C1)OC)[N+](=O)[O-])[N+](=O)[O-])C (β-dimethylamino4-methoxy-2,3-dinitrostyrene). Reaction SMILES: [CH3:1][O:2][C:3]1[CH:8]=[CH:7][C:6]([CH3:9])=[C:5]([N+:10]([O-:12])=[O:11])[C:4]=1[N+:13]([O-:15])=[O:14].[CH3:16][N:17]([CH:19](N(C)C)OC(C)(C)C)[CH3:18]>>[CH3:16][N:17]([CH3:19])[CH:18]=[CH:9][C:6]1[CH:7]=[CH:8][C:3]([O:2][CH3:1])=[C:4]([N+:13]([O-:15])=[O:14])[C:5]=1[N+:10]([O-:12])=[O:11]. Reported procedure: 57.7 g of 4-methoxy-2,3-dinitrotoluene (J. Chem. Soc. 1927:580) is agitated with 150 ml of bisdimethylamino-tert-butoxymethane [Chem. Ber. 101:41 (1968)] for 6 hours at 80° C. After cooling, the precipitated solid material is filtered off, washed with diisopropyl ether, and dried with a water-jet aspirator, thus producing 54.6 g of β-dimethylamino4-methoxy-2,3-dinitrostyrene, mp 100°-131° C. Starting materials: C(C1=CC=CC=C1)N1C(N([C@H]2[C@@H]1C(=O)OC2=O)CC2=CC=CC=C2)=O (cis-1,3-dibenzyl-2-oxoimidazolidine-4,5-dicarboxylic acid anhydride), C1=CC=CC=C1 (benzene), C(C)(C)O (isopropanol). Reaction conditions: time 5 hour. Product: C(C1=CC=CC=C1)N1C(N([C@H]([C@H]1C(=O)OC(C)C)C(=O)O)CC1=CC=CC=C1)=O (racemic cis-1,3-dibenzyl-5-isopropoxycarbonyl-2-oxoimidazolidine-4-carboxylic acid). Isolated yield 48.5%. RXN SMILES: [CH2:1]([N:8]1[C@H:12]2[C:13]([O:15][C:16](=[O:17])[C@H:11]2[N:10]([CH2:18][C:19]2[CH:24]=[CH:23][CH:22]=[CH:21][CH:20]=2)[C:9]1=[O:25])=[O:14])[C:2]1[CH:7]=[CH:6][CH:5]=[CH:4][CH:3]=1.C1C=CC=CC=1.[CH:32]([OH:35])([CH3:34])[CH3:33]>>[CH2:1]([N:8]1[C@H:12]([C:13]([O:35][CH:32]([CH3:34])[CH3:33])=[O:14])[C@H:11]([C:16]([OH:15])=[O:17])[N:10]([CH2:18][C:19]2[CH:24]=[CH:23][CH:22]=[CH:21][CH:20]=2)[C:9]1=[O:25])[C:2]1[CH:3]=[CH:4][CH:5]=[CH:6][CH:7]=1. Procedure: A mixture of cis-1,3-dibenzyl-2-oxoimidazolidine-4,5-dicarboxylic acid anhydride (16.8 g), benzene (230 ml) and isopropanol (5.50 g) was refluxed for 10 hours. A part (about 150 ml) of the reaction mixture was concentrated under reduced pressure. The residue was stirred with n-hexane (30 ml) at room temperature for 5 hours. Crystals produced were filtered and dried to yield racemic cis-1,3-dibenzyl-5-isopropoxycarbonyl-2-oxoimidazolidine-4-carboxylic acid (9.61 g). M.P., 108°-109° C. Reactants: N1C(OC(C2=C1C=CC=C2)=O)=O (2H-3,1-benzoxazine-2,4-(1H)-dione), NCCN1CCC(CC1)NC=1N(C2=NC=NC=C2N1)CC1=CC=C(C=C1)F (N-[1-(2-aminoethyl)-4-piperidinyl]-9-[(4-fluorophenyl)methyl]-9H-purin-8-amine), CN(C=O)C (N,N-dimethylformamide), O (water). Reaction conditions: temperature 70 celsius, time 4 hour. Product: C(\C=C\C(=O)O)(=O)O.NC1=C(C(=O)NCCN2CCC(CC2)NC=2N(C3=NC=NC=C3N2)CC2=CC=C(C=C2)F)C=CC=C1 (2-amino-N-[2-[4-[[9-[(4-fluorophenyl)methyl]-9H-purin-8-yl]amino]-1-piperidinyl]ethyl]benzamide (E)-2-butenedioate). Yield: 50.0%. Reaction SMILES: [NH:1]1[C:6]2[CH:7]=[CH:8][CH:9]=[CH:10][C:5]=2[C:4](=[O:11])[O:3]C1=O.[NH2:13][CH2:14][CH2:15][N:16]1[CH2:21][CH2:20][CH:19]([NH:22][C:23]2[N:24]([CH2:32][C:33]3[CH:38]=[CH:37][C:36]([F:39])=[CH:35][CH:34]=3)[C:25]3[C:30]([N:31]=2)=[CH:29][N:28]=[CH:27][N:26]=3)[CH2:18][CH2:17]1.CN(C)[CH:42]=[O:43].[OH2:45]>>[C:42]([OH:43])(=[O:45])/[CH:6]=[CH:5]/[C:4]([OH:11])=[O:3].[NH2:1][C:6]1[CH:7]=[CH:8][CH:9]=[CH:10][C:5]=1[C:4]([NH:13][CH2:14][CH2:15][N:16]1[CH2:17][CH2:18][CH:19]([NH:22][C:23]2[N:24]([CH2:32][C:33]3[CH:34]=[CH:35][C:36]([F:39])=[CH:37][CH:38]=3)[C:25]3[C:30]([N:31]=2)=[CH:29][N:28]=[CH:27][N:26]=3)[CH2:20][CH2:21]1)=[O:11] |f:4.5|. Procedure details: A mixture of 1.4 parts of 2H-3,1-benzoxazine-2,4-(1H)-dione, 3.7 parts of N-[1-(2-aminoethyl)-4-piperidinyl]-9-[(4-fluorophenyl)methyl]-9H-purin-8-amine and 45 parts of N,N-dimethylformamide was stirred for 4 hours at 70° C. After cooling, the reaction mixture was poured into water and the product was extracted with 4-methyl-2-pentanone. The extract was washed with water, dried, filtered and evaporated. The residue was purified by column chromatography over silica gel using a mixture of trichlor... The reactants are CI (methyl iodide), C([O-])([O-])=O.[K+].[K+] (potassium carbonate), OC=C(C(=O)OC)C1=C(N=C(S1)C(C)C)\C=C\C1=CC=CC=C1 (Methyl α-(hydroxy methylene)-2-isopropyl-4-[(E)-styryl]-5-thiazolacetate). Run in CC(=O)C (acetone). Reaction conditions: temperature 20 celsius, time 16 hour. Yields the product C(C)(C)C=1SC(=C(N1)\C=C\C1=CC=CC=C1)\C(\C(=O)OC)=C/OC (Methyl 2-isopropyl-α-[(Z)-methoxy methylene]-4[(E)-styryl]-5-thiazolacetate). Reaction SMILES: [OH:1][CH:2]=[C:3]([C:8]1[S:12][C:11]([CH:13]([CH3:15])[CH3:14])=[N:10][C:9]=1/[CH:16]=[CH:17]/[C:18]1[CH:23]=[CH:22][CH:21]=[CH:20][CH:19]=1)[C:4]([O:6][CH3:7])=[O:5].CI.[C:26](=O)([O-])[O-].[K+].[K+]>CC(C)=O>[CH:13]([C:11]1[S:12][C:8](/[C:3](=[CH:2]\[O:1][CH3:26])/[C:4]([O:6][CH3:7])=[O:5])=[C:9]([CH:16]=[CH:17][C:18]2[CH:19]=[CH:20][CH:21]=[CH:22][CH:23]=2)[N:10]=1)([CH3:15])[CH3:14] |f:2.3.4|. Procedure details: The product of Step G was dissolved in 20 ml of acetone and then 3 ml of methyl iodide and 4 g of potassium carbonate were added. The mixture was stirred for 16 hours at 20° C. After bringing the mixture to dryness, the residue was chromatographed on silica, eluting with a hexane--ethyl acetate mixture (8-2) to obtain 1.3 g of the desired product. Thin layer chromatography; Rf=0.20 [eluant: hexane--ethyl acetate (8-2)]. Starting materials: [BH4-], N#Cc1cccc(C=O)c1, C1CCOC1, CO, [Na+]. Yields the product N#Cc1cccc(CO)c1. As a reaction SMILES: [BH4-:11].[C:1](#[N:2])[c:3]1[cH:4][c:5]([CH:6]=[O:7])[cH:8][cH:9][cH:10]1.[CH2:15]1[O:16][CH2:17][CH2:18][CH2:19]1.[CH3:13][OH:14].[Na+:12]>>[C:1](#[N:2])[c:3]1[cH:4][c:5]([CH2:6][OH:7])[cH:8][cH:9][cH:10]1. Starting materials: Fc1cc(CBr)c(Cl)nc1Cl, OCc1cc(Cl)ncc1I. Product: Clc1cc(CBr)c(I)cn1. RXN SMILES: [Br:11][CH2:12][c:13]1[c:14]([Cl:15])[n:16][c:17]([Cl:18])[c:19]([F:20])[cH:21]1.[Cl:1][c:2]1[n:3][cH:4][c:5]([I:10])[c:6]([CH2:8][OH:9])[cH:7]1>>[Cl:1][c:2]1[n:3][cH:4][c:5]([I:10])[c:6]([CH2:8][Br:11])[cH:7]1. The reactants are ClC1=CC2=C(C=N1)N=C(S2)NC(C)C (6-chloro-N-isopropylthiazolo[4,5-c]pyridin-2-amine), C1(=CC=CC=C1)P(CCCP(C1=CC=CC=C1)C1=CC=CC=C1)C1=CC=CC=C1 (1,3-bis(diphenylphosphino)propane), C(=O)([O-])[O-].[K+].[K+] (K2CO3). Reagents/catalysts: CC(=O)[O-].CC(=O)[O-].[Pd+2] (Pd(OAc)2). Solvent: CO (MeOH), CN(C)C=O (DMF). Yields the product C(C)(C)NC=1SC2=C(C=NC(=C2)C(=O)OC)N1 (methyl 2-(isopropylamino)thiazolo[4,5-c]pyridine-6-carboxylate). Isolated yield 301.2%. As a reaction SMILES: Cl[C:2]1[N:7]=[CH:6][C:5]2[N:8]=[C:9]([NH:11][CH:12]([CH3:14])[CH3:13])[S:10][C:4]=2[CH:3]=1.[C:15]1(P(C2C=CC=CC=2)CCCP(C2C=CC=CC=2)C2C=CC=CC=2)C=CC=CC=1.[C:44]([O-:47])([O-])=[O:45].[K+].[K+]>CO.CN(C=O)C.CC([O-])=O.CC([O-])=O.[Pd+2]>[CH:12]([NH:11][C:9]1[S:10][C:4]2[CH:3]=[C:2]([C:44]([O:47][CH3:15])=[O:45])[N:7]=[CH:6][C:5]=2[N:8]=1)([CH3:14])[CH3:13] |f:2.3.4,7.8.9|. Reported procedure: A solution of 6-chloro-N-isopropylthiazolo[4,5-c]pyridin-2-amine (0.24 g, 1.05 mmol, 1.0 eq.), Pd(OAc)2 (0.0313 g, 0.139 mmol, 0.1 eq.), 1,3-bis(diphenylphosphino)propane (0.0443 g, 0.107 mmol, 0.1 eq.) and K2CO3 (0.2214 g, 1.60 mmol, 1.5 eq.) in MeOH (2.6 mL) and DMF (1.3 mL) was stirred under an atmosphere of CO inside a bomb (40 psi) at 91° C. overnight. After cooling to room temperature, the reaction mixture was filtered through Celite and rinsed with MeOH. The filtrate was concentrated in v...